Dataset: the Open Reaction Database (ORD), a public repository of structured organic reaction records. Task: describe an organic reaction: reactants, conditions, products, and yield Reactants: C(#C)C=1C=C(C=O)C=CC1 (3-ethynylbenzaldehyde), N\C(=C/C(=O)OC(C)C)\C (isopropyl 3-aminocrotonate), C(CC(=O)C)(=O)OCCOC (methoxyethyl acetoacetate), C(C)O (ethyl alcohol). Yields the product C(C)(C)OC(=O)C=1C(C(=C(NC1C)C)C(=O)OCCOC)C1=CC(=CC=C1)C#C (5-Isopropoxycarbonyl-1,4-dihydro-2,6-dimethyl-3-methoxyethoxycarbonyl-4-(3-ethynylphenyl)pyridine). Reported procedure: In 30 ml of dry ethyl alcohol was dissolved 1.3 g (10 mmol) of 3-ethynylbenzaldehyde, and 1.43 g (10 mmol) of isopropyl 3-aminocrotonate and 1.6 g (10 mmol) of methoxyethyl acetoacetate were successively added thereto at room temperature. The admixture was reacted under reflux with heating for 12 hours. After completing the reaction, the reaction solution was distilled away under reduced pressure and purified by subjecting to silica gel column chromatography [eluent: n-hexane-chloroform (1 : 1) ... RXN SMILES: [C:1]([C:3]1[CH:4]=C([CH:8]=[CH:9][CH:10]=1)C=O)#[CH:2].[NH2:11]/[C:12](/[CH3:20])=[CH:13]\[C:14]([O:16][CH:17]([CH3:19])[CH3:18])=[O:15].[C:21]([O:27][CH2:28][CH2:29][O:30][CH3:31])(=[O:26])[CH2:22][C:23]([CH3:25])=O.[CH2:32](O)[CH3:33]>>[CH:17]([O:16][C:14]([C:13]1[CH:23]([C:25]2[CH:8]=[CH:9][CH:10]=[C:3]([C:1]#[CH:2])[CH:4]=2)[C:22]([C:21]([O:27][CH2:28][CH2:29][O:30][CH3:31])=[O:26])=[C:32]([CH3:33])[NH:11][C:12]=1[CH3:20])=[O:15])([CH3:19])[CH3:18]. Yield: 53.0%.